This data is from the Open Reaction Database (ORD), a public repository of structured organic reaction records. The task is: describe an organic reaction: reactants, conditions, products, and yield The reactants are CCCCOCCOc1ccc(-c2ccc3c(c2)C=C(C(=O)Nc2ccc(SCc4cncn4C)cc2)CCN3CC(C)C)cc1, ClCCl, [Na+], [Na+], O=C(OO)c1cccc(Cl)c1, O=S([O-])([O-])=S. Yields the product CCCCOCCOc1ccc(-c2ccc3c(c2)C=C(C(=O)Nc2ccc(S(=O)Cc4cncn4C)cc2)CCN3CC(C)C)cc1. RXN SMILES: [CH2:1]([CH2:2][CH2:3][CH3:4])[O:5][CH2:6][CH2:7][O:8][c:9]1[cH:10][cH:11][c:12](-[c:15]2[cH:16][cH:17][c:18]3[c:19]([cH:46]2)[CH:20]=[C:21]([C:29](=[O:30])[NH:31][c:32]2[cH:33][cH:34][c:35]([S:38][CH2:39][c:40]4[n:41]([CH3:45])[cH:42][n:43][cH:44]4)[cH:36][cH:37]2)[CH2:22][CH2:23][N:24]3[CH2:25][CH:26]([CH3:27])[CH3:28])[cH:13][cH:14]1.[Cl:65][CH2:66][Cl:67].[Na+:63].[Na+:64].[OH:47][O:48][C:49]([c:50]1[cH:51][c:52]([Cl:53])[cH:54][cH:55][cH:56]1)=[O:57].[S:58]([O-:59])([O-:60])(=[O:61])=[S:62]>>[CH2:1]([CH2:2][CH2:3][CH3:4])[O:5][CH2:6][CH2:7][O:8][c:9]1[cH:10][cH:11][c:12](-[c:15]2[cH:16][cH:17][c:18]3[c:19]([cH:46]2)[CH:20]=[C:21]([C:29](=[O:30])[NH:31][c:32]2[cH:33][cH:34][c:35]([S:38]([CH2:39][c:40]4[n:41]([CH3:45])[cH:42][n:43][cH:44]4)=[O:47])[cH:36][cH:37]2)[CH2:22][CH2:23][N:24]3[CH2:25][CH:26]([CH3:27])[CH3:28])[cH:13][cH:14]1. Reactants: C(#N)C=1C(=NC=CC1)Cl (3-cyano-2-chloro-pyridine), CB(O)O (methylboronic acid), C(=O)([O-])[O-].[K+].[K+] (K2CO3). Reagents/catalysts: C=1C=CC(=CC1)[P](C=2C=CC=CC2)(C=3C=CC=CC3)[Pd]([P](C=4C=CC=CC4)(C=5C=CC=CC5)C=6C=CC=CC6)([P](C=7C=CC=CC7)(C=8C=CC=CC8)C=9C=CC=CC9)[P](C=1C=CC=CC1)(C=1C=CC=CC1)C=1C=CC=CC1 (Pd(PPh3)4). Solvent: O1CCOCC1 (dioxane), C(Cl)Cl (CH2Cl2). Yields the product [N+]=1(C(=CC=CC1)C=O)[O-] (2-pyridine carboxaldehyde 1-oxide). Isolated yield 44.2%. RXN SMILES: C([C:3]1[C:4](Cl)=[N:5][CH:6]=[CH:7][CH:8]=1)#N.CB(O)[OH:12].[C:14]([O-])([O-])=[O:15].[K+].[K+]>O1CCOCC1.C(Cl)Cl.C1C=CC([P]([Pd]([P](C2C=CC=CC=2)(C2C=CC=CC=2)C2C=CC=CC=2)([P](C2C=CC=CC=2)(C2C=CC=CC=2)C2C=CC=CC=2)[P](C2C=CC=CC=2)(C2C=CC=CC=2)C2C=CC=CC=2)(C2C=CC=CC=2)C2C=CC=CC=2)=CC=1>[N+:5]1([O-:12])[C:4]([CH:14]=[O:15])=[CH:3][CH:8]=[CH:7][CH:6]=1 |f:2.3.4,^1:32,34,53,72|. Procedure: To a mixture of 3-cyano-2-chloro-pyridine (422 mg, 3.05 mmol), methylboronic acid (209 mg, 3.49 mmol) and K2CO3 (1.22 g, 8.83 mmol) in degassed dioxane (5 mL) under argon was added Pd(PPh3)4 (222 mg, 0.19 mmol) and the mixture stirred at reflux over the weekend. The reaction was cooled to room temperature, diluted with CH2Cl2 (20 mL) and filtered through Celite, washing the cake with CH2Cl2 and MeOH. The filtrate was concentrated in vacuo and purified by column chromatography on silica gel (Hexa...